From a dataset of the Open Reaction Database (ORD), a public repository of structured organic reaction records. describe an organic reaction: reactants, conditions, products, and yield Starting materials: ClC1=C(C=CC(=C1)Cl)C1=NN(C(=C1C(F)(F)F)C(F)(F)F)C (3-(2,4-dichlorophenyl)-1-methyl-4,5-di-(trifluoromethyl)-1H-pyrazole), ice water, [N+](=O)(O)[O-] (nitric acid). Product: ClC1=C(C=C(C(=C1)Cl)[N+](=O)[O-])C1=NN(C(=C1C(F)(F)F)C(F)(F)F)C (3-(2,4-Dichloro-5-nitrophenyl)-1-methyl-4,5-di-(trifluoromethyl)-1H-pyrazole). As a reaction SMILES: [Cl:1][C:2]1[CH:7]=[C:6]([Cl:8])[CH:5]=[CH:4][C:3]=1[C:9]1[C:13]([C:14]([F:17])([F:16])[F:15])=[C:12]([C:18]([F:21])([F:20])[F:19])[N:11]([CH3:22])[N:10]=1.[N+:23]([O-])([OH:25])=[O:24]>>[Cl:1][C:2]1[CH:7]=[C:6]([Cl:8])[C:5]([N+:23]([O-:25])=[O:24])=[CH:4][C:3]=1[C:9]1[C:13]([C:14]([F:16])([F:17])[F:15])=[C:12]([C:18]([F:21])([F:20])[F:19])[N:11]([CH3:22])[N:10]=1. Procedure: 21 g (58 mmol) of 3-(2,4-dichlorophenyl)-1-methyl-4,5-di-(trifluoromethyl)-1H-pyrazole were added, at (-30)° C., to 250 ml of concentrated nitric acid, whereupon the mixture was stirred for 1 hour at (-10)° C. The solution was subsequently stirred into 1.2 l of ice-water. The product was then extracted with dichloromethane. The organic phase was dried over magnesium sulfate and concentrated. Reactants: CCO, NN, O, O=C1c2ccccc2C(=O)N1CC(O)Cn1ccnc1[N+](=O)[O-]. The product is NCC(O)Cn1ccnc1[N+](=O)[O-]. As a reaction SMILES: [CH2:26]([OH:27])[CH3:28].[NH2:24][NH2:25].[OH2:29].[OH:1][CH:2]([CH2:3][N:4]1[C:5](=[O:6])[c:7]2[c:8]([cH:9][cH:10][cH:11][cH:12]2)[C:13]1=[O:14])[CH2:15][n:16]1[c:17]([N+:21](=[O:22])[O-:23])[n:18][cH:19][cH:20]1>>[OH:1][CH:2]([CH2:3][NH2:4])[CH2:15][n:16]1[c:17]([N+:21](=[O:22])[O-:23])[n:18][cH:19][cH:20]1. The reactants are ClC1=NC=C(C=C1)Br (2-chloro-5-bromopyridine), FC1=C(C(=O)N)C(=CC=C1)F (2,6-difluorobenzamide), P(=O)([O-])([O-])[O-].[K+].[K+].[K+] (potassium phosphate), CN(CCN)C (N,N-dimethylethylene diamine). Procedure: To a mixture of 2-chloro-5-bromopyridine (370 mg, 1.9 mmol, 1.2 eq) and 2,6-difluorobenzamide (250 mg, 1.5 mmol, 1.0 eq) in dioxane (10 mL), copper iodide (151 mg, 0.75 mmol, 0.5 eq), potassium phosphate (670 mg, 3.15 mmol, 2.1 eq) and N,N-dimethylethylene diamine (0.1 mL, 1.05 mmol, 0.7 eq) were added sequentially. The resulting mixture was stirred at reflux for 15 h. The reaction was cooled to room temperature, filtered to remove the solid components and the filtrate was concentrated under vac... RXN SMILES: Cl[C:2]1[CH:7]=[CH:6][C:5]([Br:8])=[CH:4][N:3]=1.[F:9][C:10]1[CH:18]=[CH:17][CH:16]=[C:15]([F:19])[C:11]=1[C:12]([NH2:14])=[O:13].P([O-])([O-])([O-])=O.[K+].[K+].[K+].CN(C)CCN>O1CCOCC1.[Cu](I)I>[Br:8][C:5]1[CH:6]=[CH:7][C:2]([NH:14][C:12](=[O:13])[C:11]2[C:10]([F:9])=[CH:18][CH:17]=[CH:16][C:15]=2[F:19])=[N:3][CH:4]=1 |f:2.3.4.5|. Reagents/catalysts: [Cu](I)I (copper iodide). Yield: 63.9%. The solvent is O1CCOCC1 (dioxane). Product: BrC=1C=CC(=NC1)NC(C1=C(C=CC=C1F)F)=O (N-(5-Bromopyridin-2-yl)-2,6-difluorobenzamide).